This data is from the Open Reaction Database (ORD), a public repository of structured organic reaction records. The task is: describe an organic reaction: reactants, conditions, products, and yield Reactants: COC(=O)C1CC(S(=O)(=O)c2ccccc2C(F)(F)F)CN1c1ncccn1, [Li+], [OH-]. Yields the product O=C(O)C1CC(S(=O)(=O)c2ccccc2C(F)(F)F)CN1c1ncccn1. Reaction SMILES: [CH3:1][O:2][C:3](=[O:4])[CH:5]1[N:6]([c:23]2[n:24][cH:25][cH:26][cH:27][n:28]2)[CH2:7][CH:8]([S:10](=[O:11])(=[O:12])[c:13]2[c:14]([C:19]([F:20])([F:21])[F:22])[cH:15][cH:16][cH:17][cH:18]2)[CH2:9]1.[Li+:29].[OH-:30]>>[O:2]=[C:3]([OH:4])[CH:5]1[N:6]([c:23]2[n:24][cH:25][cH:26][cH:27][n:28]2)[CH2:7][CH:8]([S:10](=[O:11])(=[O:12])[c:13]2[c:14]([C:19]([F:20])([F:21])[F:22])[cH:15][cH:16][cH:17][cH:18]2)[CH2:9]1. The reactants are C(C1=CC=CC=C1)SC=1C=C(CO)C=CC1C(=O)OC (3-benzylmercapto-4-carbomethoxy benzyl alcohol), [O-][Si](=O)[O-].[Mg+2] (Florisil), solid, [Cr](=O)(=O)([O-])Cl.[NH+]1=CC=CC=C1 (pyridinium chlorochromate). Run in C(Cl)Cl (methylene chloride), C(Cl)Cl (methylene chloride). Reaction conditions: time 3.5 hour. Product: C(C1=CC=CC=C1)SC=1C=C(C=O)C=CC1C(=O)OC (3-benzylmercapto-4-carbomethoxy benzaldehyde). Isolated yield 92.3%. RXN SMILES: [CH2:1]([S:8][C:9]1[CH:10]=[C:11]([CH:14]=[CH:15][C:16]=1[C:17]([O:19][CH3:20])=[O:18])[CH2:12][OH:13])[C:2]1[CH:7]=[CH:6][CH:5]=[CH:4][CH:3]=1.[O-][Si]([O-])=O.[Mg+2].[Cr](Cl)([O-])(=O)=O.[NH+]1C=CC=CC=1>C(Cl)Cl>[CH2:1]([S:8][C:9]1[CH:10]=[C:11]([CH:14]=[CH:15][C:16]=1[C:17]([O:19][CH3:20])=[O:18])[CH:12]=[O:13])[C:2]1[CH:3]=[CH:4][CH:5]=[CH:6][CH:7]=1 |f:1.2,3.4|. Procedure details: A solution of 30 g 3-benzylmercapto-4-carbomethoxy benzyl alcohol in 900 ml of methylene chloride is stirred with 60 g of Florisil (activated magnesium silicate) in 900 ml of methylene chloride. To the thus-obtained slurry is added 39 g of solid pyridinium chlorochromate and the black reaction mixture obtained is stirred for 3-4 hours at room temperature, filtered over Celite (diatomaceous earth), and washed with 600 ml of methylene chloride. The methylene chloride filtrate is stirred overnight ...